From a dataset of the Open Reaction Database (ORD), a public repository of structured organic reaction records. describe an organic reaction: reactants, conditions, products, and yield Reactants: C1(=CC=CC=C1)C (toluene), Br/C=C/C1=C(C=CC=C1)C(CCCC(=O)OC)=O (methyl 2-(2-bromo-E-ethenyl)-δ-oxobenzenepentanoate), C(CCC)[Sn](/C=C/C(CCCCCCCC)OC1OCCCC1)(CCCC)CCCC (tetrahydro-2-[[1-[2-(tributylstannyl)-E-ethenyl]nonyl]oxy]-2H-pyran), C(C)OCC (diethyl ether). The reagents and catalysts are C1=CC=C(C=C1)P(C2=CC=CC=C2)C3=CC=CC=C3.C1=CC=C(C=C1)P(C2=CC=CC=C2)C3=CC=CC=C3.C1=CC=C(C=C1)P(C2=CC=CC=C2)C3=CC=CC=C3.C1=CC=C(C=C1)P(C2=CC=CC=C2)C3=CC=CC=C3.[Pd] (tetrakis(triphenylphosphine)palladium(O)). Run in CCCCCC (hexane). The product is O=C(CCCC(=O)OC)C1=C(C=CC=C1)\C=C\C=C\C(CCCCCCCC)OC1OCCCC1 (methyl δ-oxo-2-[5-[(tetrahydro-2H-pyran-2-yl)oxy]-1E,3E-tridecadienyl]benzenepentanoate). The yield is 54.3%. RXN SMILES: C1(C)C=CC=CC=1.Br/[CH:9]=[CH:10]/[C:11]1[CH:16]=[CH:15][CH:14]=[CH:13][C:12]=1[C:17](=[O:25])[CH2:18][CH2:19][CH2:20][C:21]([O:23][CH3:24])=[O:22].C([Sn](CCCC)(CCCC)/[CH:31]=[CH:32]/[CH:33]([O:42][CH:43]1[CH2:48][CH2:47][CH2:46][CH2:45][O:44]1)[CH2:34][CH2:35][CH2:36][CH2:37][CH2:38][CH2:39][CH2:40][CH3:41])CCC.C(OCC)C>CCCCCC.C1C=CC(P(C2C=CC=CC=2)C2C=CC=CC=2)=CC=1.C1C=CC(P(C2C=CC=CC=2)C2C=CC=CC=2)=CC=1.C1C=CC(P(C2C=CC=CC=2)C2C=CC=CC=2)=CC=1.C1C=CC(P(C2C=CC=CC=2)C2C=CC=CC=2)=CC=1.[Pd]>[O:25]=[C:17]([C:12]1[CH:13]=[CH:14][CH:15]=[CH:16][C:11]=1/[CH:10]=[CH:9]/[CH:31]=[CH:32]/[CH:33]([O:42][CH:43]1[CH2:48][CH2:47][CH2:46][CH2:45][O:44]1)[CH2:34][CH2:35][CH2:36][CH2:37][CH2:38][CH2:39][CH2:40][CH3:41])[CH2:18][CH2:19][CH2:20][C:21]([O:23][CH3:24])=[O:22] |f:5.6.7.8.9|. Reported procedure: To 1 ml of toluene was added 0.1 g (0.35 mmol) of the product of Example 4, 0.11 g (0.38 mmol) of the product of Example 9, and 5.0 mg of tetrakis(triphenylphosphine)palladium(O). The solution was degassed with argon and then heated at reflux under argon for approximately 5 hours. The reaction mixture was then cooled to room temperature and flash chromatographed. Gradient elution with hexane, 1% diethyl ether in hexane, 5% diethyl ether in hexane, and 10% diethyl ether in hexane produced 0.90 mg... Reactants: ester, C1(CCCCC1)C[C@@H](C(=O)O)CC(=O)N1CCOCC1 ((R)-2-Cyclohexylmethyl-4-morpholin-4-yl-4-oxo-butyric acid), C(CCl)Cl (EDC), ON1N=NC2=C1C=CC=C2 (1-hydroxybenzotriazole), NC1(CCN(CC1)C)C#N (4-amino-4-cyano-1-methylpiperidine), aminonitrile, cyanohydrin, ketone. Run in CN(C)C=O (DMF), CN(C)C=O (DMF). Run at temperature 0 celsius, time 25 minute. Yields the product C(#N)C1N(CCC(C1)NC(C(CC(=O)N1CCOCC1)CC1CCCCC1)=O)C (N-(Cyano-1-methyl-piperidin-4-yl)-2-cyclohexylmethyl-4-morpholin-4-yl-4-oxo-butyramide). As a reaction SMILES: [CH:1]1([CH2:7][C@H:8]([CH2:12][C:13]([N:15]2[CH2:20][CH2:19][O:18][CH2:17][CH2:16]2)=[O:14])[C:9]([OH:11])=O)[CH2:6][CH2:5][CH2:4][CH2:3][CH2:2]1.C(Cl)CCl.O[N:26]1[C:30]2C=CC=CC=2N=N1.[NH2:35][C:36]1(C#N)[CH2:41][CH2:40][N:39]([CH3:42])[CH2:38][CH2:37]1>CN(C=O)C>[C:30]([CH:38]1[CH2:37][CH:36]([NH:35][C:9](=[O:11])[CH:8]([CH2:7][CH:1]2[CH2:2][CH2:3][CH2:4][CH2:5][CH2:6]2)[CH2:12][C:13]([N:15]2[CH2:20][CH2:19][O:18][CH2:17][CH2:16]2)=[O:14])[CH2:41][CH2:40][N:39]1[CH3:42])#[N:26]. Procedure: (R)-2-Cyclohexylmethyl-4-morpholin-4-yl-4-oxo-butyric acid (0.20 g, 0.71 mmol) (see Example 1-part a and b) was dissolved in 5 mL of DMF and cooled to 0° C. by an ice-water bath. EDC (0.18 g, 0.92 mmol) and 1-hydroxybenzotriazole (0.12 g, 0.92 mmol) were added and stirring, under argon, continued for 25 min. Then 4-amino-4-cyano-1-methylpiperidine (0.098 g, of the mixture of aminonitrile:cyanohydrin:ketone) was dissolved in 1 mL of DMF and added to the solution of the active ester. The resulting... Starting materials: Cc1cc(S(=O)(=O)Cl)ccc1Br, CNC, CCN(C(C)C)C(C)C, C1CCOC1. The product is Cc1cc(S(=O)(=O)N(C)C)ccc1Br. Reaction SMILES: [Br:13][c:14]1[c:15]([CH3:24])[cH:16][c:17]([S:20](=[O:21])(=[O:22])[Cl:23])[cH:18][cH:19]1.[CH3:10][NH:11][CH3:12].[CH:1]([N:2]([CH:3]([CH3:4])[CH3:5])[CH2:6][CH3:7])([CH3:8])[CH3:9].[O:25]1[CH2:26][CH2:27][CH2:28][CH2:29]1>>[CH3:10][N:11]([CH3:12])[S:20]([c:17]1[cH:16][c:15]([CH3:24])[c:14]([Br:13])[cH:19][cH:18]1)(=[O:21])=[O:22]. Starting materials: CO, Cl, [Na], O, O=C(O)Cc1c[nH]cn1. Product: COC(=O)Cc1c[nH]cn1. As a reaction SMILES: [CH3:13][OH:14].[ClH:12].[Na:10].[OH2:11].[nH:1]1[cH:2][n:3][c:4]([CH2:6][C:7](=[O:8])[OH:9])[cH:5]1>>[nH:1]1[cH:2][n:3][c:4]([CH2:6][C:7](=[O:8])[O:9][CH3:13])[cH:5]1. The reactants are [OH-].[Na+] (sodium hydroxide), ClC1=C2C=CNC2=NC=C1 (4-choro-7-azaindole), CO (methanol). Reaction conditions: time 1 hour. Yields the product COC1=C2C=CNC2=NC=C1 (4-methoxy-7-azaindole). As a reaction SMILES: [OH-:1].[Na+].Cl[C:4]1[CH:12]=[CH:11][N:10]=[C:9]2[C:5]=1[CH:6]=[CH:7][NH:8]2.[CH3:13]O>>[CH3:13][O:1][C:4]1[CH:12]=[CH:11][N:10]=[C:9]2[C:5]=1[CH:6]=[CH:7][NH:8]2 |f:0.1|. Procedure: A solution of sodium hydroxide (11 g) in methanol (250 mL) was stirred with 4-chloro-1H-pyrrolo[2,3-b]pyridine (step 2)(12.2 g, 80 mmol) at 140° C. in a sealed reactor for 16 hr. After being cooled to ambient temperature the mixture was concentrated and residue was slurred in water (100 mL) for one hour. The solid was collected by suction filtration and washed to neutrality with water. After being dried to constant weight, 6.5 g of 4-methoxy-7-azaindole was obtained as a tan solid; MS (m/z) 149 ...